This data is from the Open Reaction Database (ORD), a public repository of structured organic reaction records. The task is: describe an organic reaction: reactants, conditions, products, and yield The reactants are CSC (dimethyl sulfide), S(=O)(=O)(OC)OC (dimethyl sulfate), CC(=O)C1=CC=C(C=C1)I (4-iodoacetophenone), C[O-].[Na+] (sodium methoxide). The solvent is C(C)#N (acetonitrile), C(C)#N (acetonitrile). Conditions: temperature 25 celsius, time 1 hour. Yields the product IC1=CC=C(C=C1)C1(OC1)C (2-(4-iodophenyl)-2-methyloxirane). Isolated yield 99.3%. RXN SMILES: CSC.S([O:9][CH3:10])(OC)(=O)=O.[CH3:11][C:12]([C:14]1[CH:19]=[CH:18][C:17]([I:20])=[CH:16][CH:15]=1)=O.C[O-].[Na+]>C(#N)C>[I:20][C:17]1[CH:18]=[CH:19][C:14]([C:12]2([CH3:11])[CH2:10][O:9]2)=[CH:15][CH:16]=1 |f:3.4|. Reported procedure: To a solution of 30 g of dimethyl sulfide in 30 ml of acetonitrile was added dropwise over a period of 30 minutes 30 g of dimethyl sulfate, while maintaining the temperature at 40° to 50° C., and the mixture was stirred for one hour at the same temperature. The reaction mixture was cooled to 25° C. and mixed with 30 g of 4-iodoacetophenone and 90 ml of acetonitrile. While stirring, 13.2 g of sodium methoxide was added to the mixture and stirring was continued for a further 30 minutes at room tem... Reactants: CCOC(=O)c1[nH]c2ccccc2c1Cc1cccc2ccccc12, CN(C)C=O, CN(C)C(=O)CCl, [H-], [Na+], [Na+], O=C([O-])O. Yields the product CCOC(=O)c1c(Cc2cccc3ccccc23)c2ccccc2n1CC(=O)N(C)C. RXN SMILES: [CH2:1]([CH3:2])[O:3][C:4](=[O:5])[c:6]1[nH:7][c:8]2[cH:9][cH:10][cH:11][cH:12][c:13]2[c:14]1[CH2:15][c:16]1[cH:17][cH:18][cH:19][c:20]2[cH:21][cH:22][cH:23][cH:24][c:25]12.[CH3:35][N:36]([CH3:37])[CH:38]=[O:39].[Cl:28][CH2:29][C:30](=[O:31])[N:32]([CH3:33])[CH3:34].[H-:27].[Na+:26].[Na+:44].[O-:40][C:41]([OH:42])=[O:43]>>[CH2:1]([CH3:2])[O:3][C:4](=[O:5])[c:6]1[n:7]([CH2:29][C:30](=[O:31])[N:32]([CH3:33])[CH3:34])[c:8]2[cH:9][cH:10][cH:11][cH:12][c:13]2[c:14]1[CH2:15][c:16]1[cH:17][cH:18][cH:19][c:20]2[cH:21][cH:22][cH:23][cH:24][c:25]12. Reactants: C(C)(=S)O (Thioacetic acid), Br[C@@H](C(=O)O)CC(C)C ((R)-2-bromo-4-methylpentanoic acid), C([O-])([O-])=O.[Na+].[Na+] (Sodium carbonate), C1(CCCCC1)NC1CCCCC1 (Dicyclohexylamine), C(C)(C)OC(C)C (diisopropyl ether). Run in CN(C)C=O (DMF), CN(C)C=O (DMF), CCOC(=O)C (EtOAc). Run at temperature 0 celsius, time 30 minute. The product is C(C)(=O)S[C@H](C(=O)O)CC(C)C ((S)-2-Acetylsulfanyl-4-methylpentanoic Acid). Isolated yield 61.9%. As a reaction SMILES: [C:1]([OH:4])(=[S:3])[CH3:2].C(=O)([O-])[O-].[Na+].[Na+].Br[C@H:12]([CH2:16][CH:17]([CH3:19])[CH3:18])[C:13]([OH:15])=[O:14].C(OC(C)C)(C)C.C1(NC2CCCCC2)CCCCC1>CN(C=O)C.CCOC(C)=O>[C:1]([S:3][C@@H:12]([CH2:16][CH:17]([CH3:19])[CH3:18])[C:13]([OH:15])=[O:14])(=[O:4])[CH3:2] |f:1.2.3|. Procedure: Thioacetic acid (4.2 g, 54.4 mmol) and DMF (100 mL, 1.0 mol) were combined, and the mixture cooled in an ice bath. Sodium carbonate (5.8 g, 54.4 mmol) was added. After 30 minutes, (R)-2-bromo-4-methylpentanoic acid (10.1 g, 51.8 mmol) in DMF (20 mL) was added dropwise and the mixture was stirred at 0° C. to room temperature over 6 hours. The mixture was diluted with 100 mL EtOAc and extracted with 100 mL of a 1:1 1N HCl: saturated aqueous NaCl solution. The layers were separated and the aqueous ... Reactants: CC(C)C(NCC(C)(C)NC(=O)OC(C)(C)C)c1nc2cc(Cl)ccc2c(=O)n1Cc1ccccc1, ClCCl, O=C(O)C(F)(F)F. Product: CC(C)C(NCC(C)(C)N)c1nc2cc(Cl)ccc2c(=O)n1Cc1ccccc1. RXN SMILES: [C:1]([O:2][C:3](=[O:4])[NH:7][C:8]([CH2:9][NH:10][CH:11]([CH:12]([CH3:13])[CH3:14])[c:15]1[n:16][c:17]2[cH:18][c:19]([Cl:33])[cH:20][cH:21][c:22]2[c:23](=[O:32])[n:24]1[CH2:25][c:26]1[cH:27][cH:28][cH:29][cH:30][cH:31]1)([CH3:34])[CH3:35])([CH3:5])([CH3:6])[CH3:36].[Cl:44][CH2:45][Cl:46].[OH:37][C:38]([C:39]([F:40])([F:41])[F:42])=[O:43]>>[NH2:7][C:8]([CH2:9][NH:10][CH:11]([CH:12]([CH3:13])[CH3:14])[c:15]1[n:16][c:17]2[cH:18][c:19]([Cl:33])[cH:20][cH:21][c:22]2[c:23](=[O:32])[n:24]1[CH2:25][c:26]1[cH:27][cH:28][cH:29][cH:30][cH:31]1)([CH3:34])[CH3:35]. The reactants are C1(CCCCC1)OC=1C=C2C(=CNC2=CC1)C[C@@H]1N(CCC1)C ((R)-5-Cyclohexyloxy-3-(1-methyl-2-pyrrolidinylmethyl)-1H-indole), C(C1=CC=CC=C1)OC(=O)N1[C@H](CCC1)C(=O)C1=CNC2=CC=C(C=C12)OC1CCCCC1 ((R)-3-[(N-benzyloxycarbonylpyrrolidin-2-yl)carbonyl]-5-cyclohexyloxy-1H-indole). Yields the product CC=1C=C2C(=CNC2=CC1)C[C@@H]1N(CCC1)C ((R)-5-Methyl-3-(1-methyl-2-pyrrolidinylmethyl)-1H-indole). RXN SMILES: C1(O[C:8]2[CH:9]=[C:10]3[C:14](=[CH:15][CH:16]=2)[NH:13][CH:12]=[C:11]3[CH2:17][C@H:18]2[CH2:22][CH2:21][CH2:20][N:19]2[CH3:23])CCCCC1.[CH2:24](OC(N1CCC[C@@H]1C(C1C2C(=CC=C(OC3CCCCC3)C=2)NC=1)=O)=O)C1C=CC=CC=1>>[CH3:24][C:8]1[CH:9]=[C:10]2[C:14](=[CH:15][CH:16]=1)[NH:13][CH:12]=[C:11]2[CH2:17][C@H:18]1[CH2:22][CH2:21][CH2:20][N:19]1[CH3:23]. Procedure: (R)-5-Cyclohexyloxy-3-(1-methyl-2-pyrrolidinylmethyl)-1H-indole: from (R)-3-[(N-benzyloxycarbonylpyrrolidin-2-yl)carbonyl]-5-cyclohexyloxy-1H-indole (Example 2g). Reactants: CC#N, CCN(C(C)C)C(C)C, Clc1cc(Cl)nc(Cl)n1, COc1ccc(N)cn1. Yields the product COc1ccc(Nc2cc(Cl)nc(Cl)n2)cn1. RXN SMILES: [CH3:28][C:29]#[N:30].[CH:19]([N:20]([CH:21]([CH3:22])[CH3:23])[CH2:24][CH3:25])([CH3:26])[CH3:27].[Cl:1][c:2]1[n:3][c:4]([Cl:9])[cH:5][c:6]([Cl:8])[n:7]1.[NH2:10][c:11]1[cH:12][n:13][c:14]([O:17][CH3:18])[cH:15][cH:16]1>>[Cl:1][c:2]1[n:3][c:4]([NH:10][c:11]2[cH:12][n:13][c:14]([O:17][CH3:18])[cH:15][cH:16]2)[cH:5][c:6]([Cl:8])[n:7]1. Starting materials: FC1=C(C=C(C=C1)[N+](=O)[O-])C(C=O)(CC=C)C (2-(2-fluoro-5-nitrophenyl)-2-methylpent-4-enal), ClCCl.CO (dichloromethane methanol), [BH4-].[Na+] (sodium borohydride). Run in [Cl-].[Na+].O (brine). Reaction conditions: temperature -78 celsius. Product: FC1=C(C=C(C=C1)[N+](=O)[O-])C(CO)(CCO)C (2-(2-fluoro-5-nitrophenyl)-2-methylbutane-1,4-diol). RXN SMILES: [F:1][C:2]1[CH:7]=[CH:6][C:5]([N+:8]([O-:10])=[O:9])=[CH:4][C:3]=1[C:11]([CH3:17])([CH2:14][CH:15]=C)[CH:12]=[O:13].[BH4-].[Na+].ClCCl.C[OH:24]>[Cl-].[Na+].O>[F:1][C:2]1[CH:7]=[CH:6][C:5]([N+:8]([O-:10])=[O:9])=[CH:4][C:3]=1[C:11]([CH3:17])([CH2:14][CH2:15][OH:24])[CH2:12][OH:13] |f:1.2,3.4,5.6.7|. Reported procedure: 2-(2-fluoro-5-nitrophenyl)-2-methylpent-4-enal(1 eq) was dissolved in dichloromethane:methanol (3:1) and cooled to −78° C. Ozone was then bubbled through the solution until a blue color was noticed. Air was then passed through the solution followed by the addition of sodium borohydride(5 eq). Resulting solution was allowed to warm to room temperature and diluted with brine, extracted with dichloromethane. Organics were dried with sodium sulfate and concentrated to afford 2-(2-fluoro-5-nitropheny...